Dataset: the Open Reaction Database (ORD), a public repository of structured organic reaction records. Task: describe an organic reaction: reactants, conditions, products, and yield The reactants are COC=1C=C2C(=NC=NC2=CC1OC)C1CCNCC1 (6,7-dimethoxy-4-piperidin-4-yl-quinazoline), TEA, [N+](=O)([O-])C1=CC=C(C=C1)OC(NC=1C=NC(=CC1)OC1CCC1)=O ((6-cyclobutoxy-pyridin-3-yl)-carbamic acid 4-nitro-phenyl ester), C(Cl)Cl (DCM). Run in CC(=O)C (acetone). Reaction conditions: temperature 45 celsius, time 30 minute. Yields the product C1(CCC1)OC1=CC=C(C=N1)NC(=O)N1CCC(CC1)C1=NC=NC2=CC(=C(C=C12)OC)OC (4-(6,7-Dimethoxy-quinazolin-4-yl)-piperidine-1-carboxylic acid (6-cyclobutoxy-pyridin-3-yl)-amide). The yield is 72.8%. Reaction SMILES: [CH3:1][O:2][C:3]1[CH:4]=[C:5]2[C:10](=[CH:11][C:12]=1[O:13][CH3:14])[N:9]=[CH:8][N:7]=[C:6]2[CH:15]1[CH2:20][CH2:19][NH:18][CH2:17][CH2:16]1.[N+](C1C=CC([O:30][C:31](=O)[NH:32][C:33]2[CH:34]=[N:35][C:36]([O:39][CH:40]3[CH2:43][CH2:42][CH2:41]3)=[CH:37][CH:38]=2)=CC=1)([O-])=O.C(Cl)Cl>CC(C)=O>[CH:40]1([O:39][C:36]2[N:35]=[CH:34][C:33]([NH:32][C:31]([N:18]3[CH2:19][CH2:20][CH:15]([C:6]4[C:5]5[C:10](=[CH:11][C:12]([O:13][CH3:14])=[C:3]([O:2][CH3:1])[CH:4]=5)[N:9]=[CH:8][N:7]=4)[CH2:16][CH2:17]3)=[O:30])=[CH:38][CH:37]=2)[CH2:41][CH2:42][CH2:43]1. Procedure details: A mixture of 6,7-dimethoxy-4-piperidin-4-yl-quinazoline (114.1 mg, 418 μmol), as prepared in Example 1d, (6-cyclobutoxy-pyridin-3-yl)-carbamic acid 4-nitro-phenyl ester (151 mg, 459 μmol), as prepared in the preceding step, and DCM (818 μL) was treated with TEA (63 μL, 455 μmol) in one portion, and stirred under air at 45° C. for 30 min. The reaction mixture was then directly applied to a flash silica column (3:4 hex/acetone) to provide the title compound as a foam (141.1 mg, 73%). This material... The reactants are NCCCO (3-aminopropanol), CC1=C(OC2=C(C1=O)C=CC=C2C(=O)Cl)C2=CC=CC=C2 (3-methyl-4-oxo-2-phenyl-4H-1-benzopyran-8-carbonyl chloride), C([O-])([O-])=O.[K+].[K+] (potassium carbonate). Solvent: O (water), CC(=O)C (acetone). Reaction conditions: time 3 hour. Yields the product OCCCNC(=O)C1=CC=CC=2C(C(=C(OC21)C2=CC=CC=C2)C)=O (8-(3-Hydroxypropylcarbamoyl)-3-methyl-4-oxo-2-phenyl-4H-1-benzopyran). Reaction SMILES: [NH2:1][CH2:2][CH2:3][CH2:4][OH:5].[CH3:6][C:7]1[C:12](=[O:13])[C:11]2[CH:14]=[CH:15][CH:16]=[C:17]([C:18](Cl)=[O:19])[C:10]=2[O:9][C:8]=1[C:21]1[CH:26]=[CH:25][CH:24]=[CH:23][CH:22]=1.C(=O)([O-])[O-].[K+].[K+]>O.CC(C)=O>[OH:5][CH2:4][CH2:3][CH2:2][NH:1][C:18]([C:17]1[C:10]2[O:9][C:8]([C:21]3[CH:22]=[CH:23][CH:24]=[CH:25][CH:26]=3)=[C:7]([CH3:6])[C:12](=[O:13])[C:11]=2[CH:14]=[CH:15][CH:16]=1)=[O:19] |f:2.3.4|. Reported procedure: A solution of 7.6 ml of 3-aminopropanol in 50 ml of water was added dropwise over a period of 30 minutes to a suspension of 30 g of 3-methyl-4-oxo-2-phenyl-4H-1-benzopyran-8-carbonyl chloride and 15.2 g of potassium carbonate in 400 ml of acetone. The thick suspension was stirred for 3 hours at 20°-25° C. The solvents were removed in vacuo and the residue was taken up in 300 ml of water. After stirring for 1 hour, the precipitate was collected by suction filtration and washed with water. The cru... Starting materials: CC(=O)c1ccccn1, C1CCOC1, COC(=O)OC, CC(=O)O, O, c1ccccc1. The product is COC(=O)CC(=O)c1ccccn1. Reaction SMILES: [C:7]([CH3:8])(=[O:9])[c:10]1[n:11][cH:12][cH:13][cH:14][cH:15]1.[CH2:16]1[O:17][CH2:18][CH2:19][CH2:20]1.[CH3:1][O:2][C:3](=[O:4])[O:5][CH3:6].[CH3:28][C:29](=[O:30])[OH:31].[OH2:21].[cH:22]1[cH:23][cH:24][cH:25][cH:26][cH:27]1>>[C:3](=[O:4])([O:5][CH3:6])[CH2:8][C:7](=[O:9])[c:10]1[n:11][cH:12][cH:13][cH:14][cH:15]1. Reactants: O=[Cr](=O)([O-])O[Cr](=O)(=O)[O-], CN(C)C=O, O, CC(C)CC(O)C1CCC2C3CN(C(C)(C)C)C4=CC(=O)CCC4(C)C3CCC12CC(=O)O, c1cc[nH+]cc1, c1cc[nH+]cc1. Product: CC(C)CC(=O)C1CCC2C3CN(C(C)(C)C)C4=CC(=O)CCC4(C)C3CCC12CC(=O)O. As a reaction SMILES: [Cr:34]([O:35][Cr:36]([O-:37])(=[O:38])=[O:39])([O-:40])(=[O:41])=[O:42].[O:56]=[CH:57][N:58]([CH3:59])[CH3:60].[OH2:55].[OH:1][CH:2]([CH2:3][CH:4]([CH3:5])[CH3:6])[CH:7]1[C:8]2([CH2:9][C:10](=[O:11])[OH:12])[CH:13]([CH2:14][CH2:15]1)[CH:16]1[CH2:17][N:18]([C:30]([CH3:31])([CH3:32])[CH3:33])[C:19]3=[CH:20][C:21](=[O:29])[CH2:22][CH2:23][C:24]3([CH3:25])[CH:26]1[CH2:27][CH2:28]2.[nH+:43]1[cH:44][cH:45][cH:46][cH:47][cH:48]1.[nH+:49]1[cH:50][cH:51][cH:52][cH:53][cH:54]1>>[O:1]=[C:2]([CH2:3][CH:4]([CH3:5])[CH3:6])[CH:7]1[C:8]2([CH2:9][C:10](=[O:11])[OH:12])[CH:13]([CH2:14][CH2:15]1)[CH:16]1[CH2:17][N:18]([C:30]([CH3:31])([CH3:32])[CH3:33])[C:19]3=[CH:20][C:21](=[O:29])[CH2:22][CH2:23][C:24]3([CH3:25])[CH:26]1[CH2:27][CH2:28]2. Reactants: C(C1=CC=CC=C1)(=O)NC(C(CN(C(OCC1=CC=CC=C1)=O)C)=O)CC1=CC=CC=C1 ([3-(Benzoylamino)-2-oxo-4-phenylbutyl]methylcarbamic acid, phenylmethyl ester), Cl (hydrochloric acid). Reagents/catalysts: [C].[Pd] (Palladium carbon). Run in C(C)O (ethanol). Reaction conditions: time 8 hour. Product: Cl.CNCC(C(CC1=CC=CC=C1)NC(C1=CC=CC=C1)=O)=O ((±)-N-[3-(Methylamino)-2-oxo-1-(phenylmethyl)propyl]benzamide, hydrochloride). Reaction SMILES: [C:1]([NH:9][CH:10]([CH2:26][C:27]1[CH:32]=[CH:31][CH:30]=[CH:29][CH:28]=1)[C:11](=[O:25])[CH2:12][N:13](C)[C:14](=O)OCC1C=CC=CC=1)(=[O:8])[C:2]1[CH:7]=[CH:6][CH:5]=[CH:4][CH:3]=1.[ClH:33]>C(O)C.[C].[Pd]>[ClH:33].[CH3:14][NH:13][CH2:12][C:11](=[O:25])[CH:10]([NH:9][C:1](=[O:8])[C:2]1[CH:7]=[CH:6][CH:5]=[CH:4][CH:3]=1)[CH2:26][C:27]1[CH:32]=[CH:31][CH:30]=[CH:29][CH:28]=1 |f:3.4,5.6|. Procedure details: [3-(Benzoylamino)-2-oxo-4-phenylbutyl]methylcarbamic acid, phenylmethyl ester (0.5 g.) is dissolved in ethanol (50 ml.) containing 1N hydrochloric acid (2 ml.). Palladium carbon catalyst (10%, 100 mg.) is added and hydrogenation is continued overnight. The reaction mixture is then filtered, evaporated, dissolved in water, and lyophilized to 300 mg. of (±)-N-[3-(methylamino)-2-oxo-1-(phenylmethyl)propyl]benzamide, hydrochloride as a homogeneous white powder.